Dataset: the Open Reaction Database (ORD), a public repository of structured organic reaction records. Task: describe an organic reaction: reactants, conditions, products, and yield The reactants are CCc1nc(C=Cc2cn(-c3ccccc3)nc2OCOC)c(C)s1, CO, Cl. The product is CCc1nc(C=Cc2cn(-c3ccccc3)nc2O)c(C)s1, Cl. Reaction SMILES: [CH2:1]([CH3:2])[c:3]1[s:4][c:5]([CH3:25])[c:6]([CH:8]=[CH:9][c:10]2[c:11]([O:21][CH2:22][O:23][CH3:24])[n:12][n:13](-[c:15]3[cH:16][cH:17][cH:18][cH:19][cH:20]3)[cH:14]2)[n:7]1.[CH3:27][OH:28].[ClH:26]>>[CH2:1]([CH3:2])[c:3]1[s:4][c:5]([CH3:25])[c:6]([CH:8]=[CH:9][c:10]2[c:11]([OH:21])[n:12][n:13](-[c:15]3[cH:16][cH:17][cH:18][cH:19][cH:20]3)[cH:14]2)[n:7]1.[ClH:26].